This data is from the Open Reaction Database (ORD), a public repository of structured organic reaction records. The task is: describe an organic reaction: reactants, conditions, products, and yield Yields the product CCOC(=O)C(C)(C)Oc1ccc(C#CC(=O)CC)cc1. The reactants are CCC(C)=O, CCO, CCOC(=O)C(C)(C)Oc1ccc(C=O)cc1, [Na]. RXN SMILES: [CH2:18]([CH3:19])[C:20](=[O:21])[CH3:22].[CH3:24][CH2:25][OH:26].[CH:1](=[O:2])[c:3]1[cH:4][cH:5][c:6]([O:7][C:8]([C:9](=[O:10])[O:11][CH2:12][CH3:13])([CH3:14])[CH3:15])[cH:16][cH:17]1.[Na:23]>>[C:1]([c:3]1[cH:4][cH:5][c:6]([O:7][C:8]([C:9](=[O:10])[O:11][CH2:12][CH3:13])([CH3:14])[CH3:15])[cH:16][cH:17]1)#[C:22][C:20]([CH2:18][CH3:19])=[O:21].